This data is from the Open Reaction Database (ORD), a public repository of structured organic reaction records. The task is: describe an organic reaction: reactants, conditions, products, and yield Run in C(C)O (ethanol). Reactants: O=C1NC(C2=CC=CC=C12)C(=O)O (2,3-Dihydro-3-oxo-1H-isoindole-1-carboxylic acid), S(O)(O)(=O)=O (sulfuric acid), ethyl 2,3-dihydro-3-oxo-1H-isoindole-3-carboxylate. Reported procedure: The intermediate octahydro-3-oxo-1H-isoindole-1-carboxylic acid is prepared as follows. 2,3-Dihydro-3-oxo-1H-isoindole-1-carboxylic acid (J. Prakt. Chem., 146, 307(1936)), 20 g is heated at reflux for 2 hours with 250 ml of absolute ethanol and 5.6 g of concentrated sulfuric acid. On cooling, the solution deposits crystalline ethyl 2,3-dihydro-3-oxo-1H-isoindole-3-carboxylate. Recrystallization of this from ethanol gives pure material, mp 178°-183° C. Yields the product O=C1NC(C2CCCCC12)C(=O)O (octahydro-3-oxo-1H-isoindole-1-carboxylic acid). Reaction SMILES: [O:1]=[C:2]1[C:10]2[C:5](=[CH:6][CH:7]=[CH:8][CH:9]=2)[CH:4]([C:11]([OH:13])=[O:12])[NH:3]1.S(=O)(=O)(O)O>C(O)C>[O:1]=[C:2]1[CH:10]2[CH:5]([CH2:6][CH2:7][CH2:8][CH2:9]2)[CH:4]([C:11]([OH:13])=[O:12])[NH:3]1. Reactants: COC(=O)C(CCSC)NC(=O)c1ccc(C=Cc2cccnc2)cc1-c1ccccc1, CO, [Pd]. Yields the product COC(=O)C(CCSC)NC(=O)c1ccc(CCc2cccnc2)cc1-c1ccccc1. Reaction SMILES: [CH3:1][O:2][C:3]([CH:4]([NH:5][C:6]([c:7]1[c:8](-[c:21]2[cH:22][cH:23][cH:24][cH:25][cH:26]2)[cH:9][c:10]([CH:13]=[CH:14][c:15]2[cH:16][n:17][cH:18][cH:19][cH:20]2)[cH:11][cH:12]1)=[O:27])[CH2:28][CH2:29][S:30][CH3:31])=[O:32].[CH3:33][OH:34].[Pd:35]>>[CH3:1][O:2][C:3]([CH:4]([NH:5][C:6]([c:7]1[c:8](-[c:21]2[cH:22][cH:23][cH:24][cH:25][cH:26]2)[cH:9][c:10]([CH2:13][CH2:14][c:15]2[cH:16][n:17][cH:18][cH:19][cH:20]2)[cH:11][cH:12]1)=[O:27])[CH2:28][CH2:29][S:30][CH3:31])=[O:32]. Reactants: CC1CNCC(C)O1, COc1nc(Cl)nc(Nc2ccc(-n3cnc(C)c3)c(OC)c2)n1. Yields the product COc1nc(Nc2ccc(-n3cnc(C)c3)c(OC)c2)nc(N2CC(C)OC(C)C2)n1. As a reaction SMILES: [CH3:25][CH:26]1[O:27][CH:28]([CH3:32])[CH2:29][NH:30][CH2:31]1.[Cl:1][c:2]1[n:3][c:4]([NH:10][c:11]2[cH:12][c:13]([O:23][CH3:24])[c:14](-[n:17]3[cH:18][n:19][c:20]([CH3:22])[cH:21]3)[cH:15][cH:16]2)[n:5][c:6]([O:8][CH3:9])[n:7]1>>[c:2]1([N:30]2[CH2:29][CH:28]([CH3:32])[O:27][CH:26]([CH3:25])[CH2:31]2)[n:3][c:4]([NH:10][c:11]2[cH:12][c:13]([O:23][CH3:24])[c:14](-[n:17]3[cH:18][n:19][c:20]([CH3:22])[cH:21]3)[cH:15][cH:16]2)[n:5][c:6]([O:8][CH3:9])[n:7]1. The reactants are CC(C)(C)[Si](C)(C)Cl, CN(C)c1ccncc1, CN(C)C=O, O=C1CCC(CCC(O)Cc2ccccc2)N1, c1c[nH]cn1. The product is CC(C)(C)[Si](C)(C)OC(CCC1CCC(=O)N1)Cc1ccccc1. Reaction SMILES: [C:18]([CH3:19])([CH3:20])([CH3:21])[Si:22]([CH3:23])([CH3:24])[Cl:25].[CH3:36][N:37]([c:38]1[cH:39][cH:40][n:41][cH:42][cH:43]1)[CH3:44].[O:31]=[CH:32][N:33]([CH3:34])[CH3:35].[OH:1][CH:2]([CH2:3][CH2:4][CH:5]1[CH2:6][CH2:7][C:8](=[O:10])[NH:9]1)[CH2:11][c:12]1[cH:13][cH:14][cH:15][cH:16][cH:17]1.[nH:26]1[cH:27][cH:28][n:29][cH:30]1>>[O:1]([CH:2]([CH2:3][CH2:4][CH:5]1[CH2:6][CH2:7][C:8](=[O:10])[NH:9]1)[CH2:11][c:12]1[cH:13][cH:14][cH:15][cH:16][cH:17]1)[Si:22]([C:18]([CH3:19])([CH3:20])[CH3:21])([CH3:23])[CH3:24]. Starting materials: NC1=C(C(=O)OC)C=CC(=C1)Br (methyl 2-amino-4-bromobenzoate), [Cl-].ClC=1[NH2+]SSC1Cl (4,5-dichloro-1,2,3-dithiazolium chloride). Run in C(Cl)Cl (DCM). Product: BrC1=CC(=C(C(=O)OC)C=C1)/N=C/1\C(=NSS1)Cl ((E)-methyl 4-bromo-2-(4-chloro-5H-1,2,3-dithiazol-5-ylideneamino)benzoate). As a reaction SMILES: [NH2:1][C:2]1[CH:11]=[C:10]([Br:12])[CH:9]=[CH:8][C:3]=1[C:4]([O:6][CH3:7])=[O:5].[Cl-].[Cl:14][C:15]1[NH2+:16][S:17][S:18][C:19]=1Cl>C(Cl)Cl>[Br:12][C:10]1[CH:9]=[CH:8][C:3]([C:4]([O:6][CH3:7])=[O:5])=[C:2](/[N:1]=[C:19]2\[C:15]([Cl:14])=[N:16][S:17][S:18]\2)[CH:11]=1 |f:1.2|. Procedure: A solution of methyl 2-amino-4-bromobenzoate (1.0 g, 4.34 mmol, 1 eq) and 4,5-dichloro-1,2,3-dithiazolium chloride (2.0 g, 9.6 mmol, 2.2 eq) in DCM (20 mL) was stirred at rt under N2 for 5 days. The reaction mixture was quenched with water and filtered. The filtrate was extracted with ethyl acetate (3×100 mL). The combined organic layers were dried over Na2SO4. After filtration and concentration, the residue was purified by silica gel chromatography to give the desired product. MS (ESI): 365, 36... The reactants are C(=C)C=1C=C2C=CC(=C(C2=CC1)C1=C(C=CC2=CC(=CC=C12)C=C)O[Si](C)(C)C(C)(C)C)O[Si](C)(C)C(C)(C)C (6,6′-divinyl-2,2′-bis(tert-butyldimethylsilyloxy)-1,1′-binaphthyl), [F-].C(CCC)[N+](CCCC)(CCCC)CCCC (tetrabutylammonium fluoride). Yields the product C(=C)C=1C=C2C=CC(=C(C2=CC1)C1=C(C=CC2=CC(=CC=C12)C=C)O)O (6,6′-divinyl-2,2′-dihydroxy-1,1′-binaphthyl). RXN SMILES: [CH:1]([C:3]1[CH:4]=[C:5]2[C:10](=[CH:11][CH:12]=1)[C:9]([C:13]1[C:22]3[C:17](=[CH:18][C:19]([CH:23]=[CH2:24])=[CH:20][CH:21]=3)[CH:16]=[CH:15][C:14]=1[O:25][Si](C(C)(C)C)(C)C)=[C:8]([O:33][Si](C(C)(C)C)(C)C)[CH:7]=[CH:6]2)=[CH2:2].[F-].C([N+](CCCC)(CCCC)CCCC)CCC>>[CH:23]([C:19]1[CH:18]=[C:17]2[C:22](=[CH:21][CH:20]=1)[C:13]([C:9]1[C:10]3[C:5](=[CH:4][C:3]([CH:1]=[CH2:2])=[CH:12][CH:11]=3)[CH:6]=[CH:7][C:8]=1[OH:33])=[C:14]([OH:25])[CH:15]=[CH:16]2)=[CH2:24] |f:1.2|. Procedure: An optically active binaphthol (VII) is reacted with bromine in acetic anhydride to obtain 6,6′-dibromo-2,2′-dihydroxy-1,1′-binaphthyl (XII). The hydroxyl groups of compound (XII) are protected using tert-butyldimethylsilyl oxytriflate (TBDMSOTf) and 2,6-lutidine to obtain 6,6′-dibromo-2,2′-bis(tert-butyldimethylsilyloxy)-1,1′-binaphthyl (XIII). Compound (XIII) is converted to an anion form using sec-butyllithium (sec-BuLi), and dimethylformamide (DMF) is caused to act thereon to obtain 6,6′-dif... Starting materials: COc1ccc(Cl)cc1C(CC(=O)O)C(=O)O, NCc1ccccc1, Cc1ccccc1C. Product: COc1ccc(Cl)cc1C1CCN(Cc2ccccc2)C1. RXN SMILES: [Cl:1][c:2]1[cH:3][cH:4][c:5]([O:16][CH3:17])[c:6]([CH:8]([C:9]([OH:14])=[O:15])[CH2:12][C:13]([OH:10])=[O:11])[cH:7]1.[NH2:18][CH2:19][c:20]1[cH:21][cH:22][cH:23][cH:24][cH:25]1.[c:26]1([CH3:27])[c:28]([CH3:29])[cH:30][cH:31][cH:32][cH:33]1>>[Cl:1][c:2]1[cH:3][cH:4][c:5]([O:16][CH3:17])[c:6]([CH:8]2[CH2:9][N:18]([CH2:19][c:20]3[cH:21][cH:22][cH:23][cH:24][cH:25]3)[CH2:13][CH2:12]2)[cH:7]1. Reactants: C(=O)C=1C=CC(=C(C#N)C1)OC(C(F)(F)F)C (5-Formyl-2-(2,2,2-trifluoro-1-methylethoxy)benzonitrile), CC(=O)C.OS(=O)(=O)O.O=[Cr](=O)=O (Jones reagent). The reagents and catalysts are [O-2].[Cr+6].[O-2].[O-2] (chromium (VI) oxide). The solvent is O (water), S(O)(O)(=O)=O (sulfuric acid), CC(=O)C (acetone). Reaction conditions: time 8 hour. Product: C(#N)C=1C=C(C(=O)O)C=CC1OC(C(F)(F)F)C (3-Cyano-4-(2,2,2-trifluoro-1-methylethoxy)benzoic acid). Reaction SMILES: [CH:1]([C:3]1[CH:4]=[CH:5][C:6]([O:11][CH:12]([CH3:17])[C:13]([F:16])([F:15])[F:14])=[C:7]([CH:10]=1)[C:8]#[N:9])=[O:2].CC(C)=[O:20].OS(O)(=O)=O.O=[Cr](=O)=O>CC(C)=O.S(=O)(=O)(O)O.O.[O-2].[Cr+6].[O-2].[O-2]>[C:8]([C:7]1[CH:10]=[C:3]([CH:4]=[CH:5][C:6]=1[O:11][CH:12]([CH3:17])[C:13]([F:15])([F:14])[F:16])[C:1]([OH:20])=[O:2])#[N:9] |f:1.2.3,7.8.9.10|. Procedure details: To a solution of 440 mg (1.81 mmol) of 5-formyl-2-(2,2,2-trifluoro-1-methylethoxy)benzonitrile (from Step A) in 20 mL of acetone at 0° C. was added dropwise a solution of Jones reagent, which was prepared by dissolving 0.27 g (2.71 mmol) of chromium (VI) oxide in 0.25 mL of concentrated sulfuric acid and diluted with 2 mL of water at 0° C. The reaction mixture was gradually warmed up to rt, stirred overnight, and concentrated. The residue was diluted with 20 mL of EtOAc and washed with brine (10... Starting materials: C(C=1C(S)=CC=CC1)(=O)OC (methyl thiosalicylate), FC1=C(C(=C(C(=N1)F)F)F)F (pentafluoropyridine), C([O-])([O-])=O.[Cs+].[Cs+] (cesium carbonate), resultant mixture, [OH-].[K+] (KOH). The solvent is CN(C)C=O (DMF), C(C)(=O)OCC (ethyl acetate). Yields the product COC(=O)C1=C(C=CC=C1)SC1=C(C(=NC(=C1F)F)F)F (4-(2-methoxycarbonylphenyl)thio-2,3,5,6-tetrafluoropyridine). The yield is 96.2%. As a reaction SMILES: [C:1]([O:10][CH3:11])(=[O:9])[C:2]1[C:3](=[CH:5][CH:6]=[CH:7][CH:8]=1)[SH:4].[F:12][C:13]1[N:18]=[C:17]([F:19])[C:16]([F:20])=[C:15](F)[C:14]=1[F:22].C(=O)([O-])[O-].[Cs+].[Cs+].[OH-].[K+]>CN(C=O)C.C(OCC)(=O)C>[CH3:11][O:10][C:1]([C:2]1[CH:8]=[CH:7][CH:6]=[CH:5][C:3]=1[S:4][C:15]1[C:14]([F:22])=[C:13]([F:12])[N:18]=[C:17]([F:19])[C:16]=1[F:20])=[O:9] |f:2.3.4,5.6|. Procedure: To a solution of methyl thiosalicylate (1.0 g, 5.9 mmol) in dry DMF (15 mL) at 0° C. was added pentafluoropyridine (1.2 g, 7.1 mmol) and cesium carbonate (2.5 g, 7.7 mmol). The resultant mixture was stirred at ambient temperature for 5 hours then poured into 100 mL of 0.5 M aqueous KOH solution and 100 mL of ethyl acetate. The aqueous layer was separated and extracted with another 100 mL of ethyl acetate. The combined organic extracts were washed with 0.5 M aqueous KOH solution (100 mL) then bri...